Dataset: the Open Reaction Database (ORD), a public repository of structured organic reaction records. Task: describe an organic reaction: reactants, conditions, products, and yield Reactants: CC1(CC(CC(C1)(C)C)C1=C(C=CC=C1)N1CCNCC1)C (1-[2-(3,3,5,5-Tetramethylcyclohexyl)phenyl]piperazine), C(C)OC(=O)C1C(C1)C=O (2-formyl-1-cyclopropanecarboxylic acid ethyl ester), C(CCC)=O (butyraldehyde). Yields the product C(C)OC(=O)C1C(C1)CN1CCN(CC1)C1=C(C=CC=C1)C1CC(CC(C1)(C)C)(C)C (2-{4-[2-(3,3,5,5-tetramethylcyclohexyl)phenyl]piperazin-1-ylmethyl}cyclopropanecarboxylic acid ethyl ester). Reaction SMILES: [CH3:1][C:2]1([CH3:22])[CH2:7][C:6]([CH3:9])([CH3:8])[CH2:5][CH:4]([C:10]2[CH:15]=[CH:14][CH:13]=[CH:12][C:11]=2[N:16]2[CH2:21][CH2:20][NH:19][CH2:18][CH2:17]2)[CH2:3]1.[CH2:23]([O:25][C:26]([CH:28]1[CH2:30][CH:29]1[CH:31]=O)=[O:27])[CH3:24].C(=O)CCC>>[CH2:23]([O:25][C:26]([CH:28]1[CH2:30][CH:29]1[CH2:31][N:19]1[CH2:18][CH2:17][N:16]([C:11]2[CH:12]=[CH:13][CH:14]=[CH:15][C:10]=2[CH:4]2[CH2:3][C:2]([CH3:22])([CH3:1])[CH2:7][C:6]([CH3:8])([CH3:9])[CH2:5]2)[CH2:21][CH2:20]1)=[O:27])[CH3:24]. Procedure: 1-[2-(3,3,5,5-Tetramethylcyclohexyl)phenyl]piperazine (2.1 g, 7 mmol) produced in Example (8b) was used as a starting material. Reaction was conducted in a manner similar to Example (4g), using 2-formyl-1-cyclopropanecarboxylic acid ethyl ester (cis/trans mixture, predominantly trans) instead of butyraldehyde, and similar treatment was carried out to give 2.4 g of 2-{4-[2-(3,3,5,5-tetramethylcyclohexyl)phenyl]piperazin-1-ylmethyl}cyclopropanecarboxylic acid ethyl ester as a colorless oil.